Dataset: the Open Reaction Database (ORD), a public repository of structured organic reaction records. Task: describe an organic reaction: reactants, conditions, products, and yield Starting materials: C[Al]1OCCCC1 (Methylalumoxane), C1(=CC=CC=C1)C (toluene). Product: C1CCCC2=CC=CC=C12 (Tetrahydronaphthalene). As a reaction SMILES: C[Al]1[CH2:7][CH2:6][CH2:5][CH2:4]O1.[C:8]1(C)[CH:13]=[CH:12][CH:11]=[CH:10][CH:9]=1>>[CH2:4]1[C:13]2[C:8](=[CH:9][CH:10]=[CH:11][CH:12]=2)[CH2:7][CH2:6][CH2:5]1. Procedure: Methylalumoxane (MAO) was received from Albemarle as a 30% wt/V toluene solution and used as such and the silica was received from INEOS (ES70Y, 100 microns). The reactants are CN(C)c1ccccc1, COC(=O)c1c(O)cc(=O)n2c1CCCC2, O=P(Cl)(Cl)Cl. The product is COC(=O)c1c(Cl)cc(=O)n2c1CCCC2. RXN SMILES: [CH3:22][N:23]([CH3:24])[c:25]1[cH:26][cH:27][cH:28][cH:29][cH:30]1.[OH:1][c:2]1[cH:3][c:4](=[O:16])[n:5]2[c:10]([c:11]1[C:12](=[O:13])[O:14][CH3:15])[CH2:9][CH2:8][CH2:7][CH2:6]2.[P:17]([Cl:18])([Cl:19])([Cl:20])=[O:21]>>[c:2]1([Cl:19])[cH:3][c:4](=[O:16])[n:5]2[c:10]([c:11]1[C:12](=[O:13])[O:14][CH3:15])[CH2:9][CH2:8][CH2:7][CH2:6]2. The reactants are O.Cl.N[C@@H](CS)C(=O)O (L-Cysteine hydrochloride monohydrate), C([C@@H](O)CC(=O)O)(=O)O (L-malic acid), [OH-].[Na+] (sodium hydroxide). Run in O (water). Conditions: time 8 hour. The product is C([C@@H](O)CC(=O)O)(=O)O.N[C@@H](CS)C(=O)O.N[C@@H](CS)C(=O)O (di-L-cysteine L-malate). Isolated yield 67.2%. RXN SMILES: O.Cl.[NH2:3][C@H:4]([C:7]([OH:9])=[O:8])[CH2:5][SH:6].[C:10]([OH:18])(=[O:17])[C@H:11]([CH2:13][C:14]([OH:16])=[O:15])[OH:12].[OH-].[Na+]>O>[C:10]([OH:18])(=[O:17])[C@H:11]([CH2:13][C:14]([OH:16])=[O:15])[OH:12].[NH2:3][C@H:4]([C:7]([OH:9])=[O:8])[CH2:5][SH:6].[NH2:3][C@H:4]([C:7]([OH:9])=[O:8])[CH2:5][SH:6] |f:0.1.2,4.5,7.8.9|. Reported procedure: L-Cysteine hydrochloride monohydrate (20 g), L-malic acid (7.63 g) and sodium hydroxide (4.55 g) are dissolved in water (100 ml), and the mixture is reacted. The resulting aqueous solution is concentrated under reduced pressure until the total amount becomes 57 g, and the solution is allowed to stand at 10° C. overnight. The precipitated crystals are collected by filtration, washed with aqueous isopropyl alcohol and air-dried at 50° C. to give crystalline di-L-cysteine L-malate (14.4 g, yield: 6... Starting materials: OC(CNC(CCl)=O)CNC(CCl)=O (2-hydroxy-N,N'-1,3-propanediyl-bis(2-chloroacetamide)), O1CCCC=C1 (3,4-dihydro-2H-pyran), C1(=CC=C(C=C1)S(=O)(=O)[O-])C.[NH+]1=CC=CC=C1 (pyridinium p-toluenesulfonate). Solvent: C(Cl)Cl (CH2Cl2). Conditions: temperature 5 celsius, time 30 minute. Product: O1C(CCCC1)OC(CNC(CCl)=O)CNC(CCl)=O (2-[(tetrahydro-2H-pyran-2-yl)oxy]-N,N'-1,3-propanediyl-bis(2-chloroacetamide)). Yield: 86.2%. As a reaction SMILES: [OH:1][CH:2]([CH2:9][NH:10][C:11](=[O:14])[CH2:12][Cl:13])[CH2:3][NH:4][C:5](=[O:8])[CH2:6][Cl:7].[O:15]1[CH:20]=[CH:19][CH2:18][CH2:17][CH2:16]1.C1(C)C=CC(S([O-])(=O)=O)=CC=1.[NH+]1C=CC=CC=1>C(Cl)Cl>[O:15]1[CH2:20][CH2:19][CH2:18][CH2:17][CH:16]1[O:1][CH:2]([CH2:9][NH:10][C:11](=[O:14])[CH2:12][Cl:13])[CH2:3][NH:4][C:5](=[O:8])[CH2:6][Cl:7] |f:2.3|. Reported procedure: To a suspension of 2-hydroxy-N,N'-1,3-propanediyl-bis(2-chloroacetamide) (12.16 g; 0.050 mol) and 3,4-dihydro-2H-pyran (6.31 g; 0.075 mol) in 350 ml of CH2Cl2, 1.25 g of pyridinium p-toluenesulfonate (PPTS) (0.005 mol ) are added in portions under stirring at a temperature of 5° C. After 30 minutes, temperature raises up to 20°-25° C. and the stirring is continued during 72 h; the solution is washed with 20% aqueous NaCl (2×100 ml), dried over Na2SO4 and concentrated to dryness under vacuum. The... The yield is 45.1%. As a reaction SMILES: CO[C:3]([C:5]1[C:6]([OH:29])=[C:7]2[C:12](=[CH:13][N:14]=1)[N:11]([C:15]1[CH:20]=[CH:19][CH:18]=[CH:17][CH:16]=1)[C:10](=[O:21])[C:9]([CH2:22][C:23]1[CH:28]=[CH:27][CH:26]=[CH:25][CH:24]=1)=[CH:8]2)=[O:4].[NH2:30][CH2:31][CH2:32][C:33]([OH:35])=[O:34].C[O-].[Na+]>>[CH2:22]([C:9]1[C:10](=[O:21])[N:11]([C:15]2[CH:16]=[CH:17][CH:18]=[CH:19][CH:20]=2)[C:12]2[C:7]([CH:8]=1)=[C:6]([OH:29])[C:5]([C:3]([NH:30][CH2:31][CH2:32][C:33]([OH:35])=[O:34])=[O:4])=[N:14][CH:13]=2)[C:23]1[CH:24]=[CH:25][CH:26]=[CH:27][CH:28]=1 |f:2.3|. The product is C(C1=CC=CC=C1)C=1C(N(C2=CN=C(C(=C2C1)O)C(=O)NCCC(=O)O)C1=CC=CC=C1)=O (3-[(3-Benzyl-5-hydroxy-2-oxo-1-phenyl-1,2-dihydro-[1,7]naphthyridine-6-carbonyl)-amino]-propionic acid). Procedure: A mixture of 3-benzyl-5-hydroxy-2-oxo-1-phenyl-1,2-dihydro-[1,7]naphthyridine-6-carboxylic acid methyl ester (25 mg, 0.065 mmol), β-alanine (767 mg, 8.6 mmol) and NaOMe solution (13 mL, 6.5 mmol, 0.5 M in MeOH) was refluxed for 16 h. After the mixture was cooled to r.t., the solvent was evaporated in vacuo. The residue was partitioned between EtOAc and water. 1 M HCl was added with vigorous stirring until pH was about 2. The organic layer was dried over MgSO4 and concentrated. The crude product ... Reactants: COC(=O)C=1C(=C2C=C(C(N(C2=CN1)C1=CC=CC=C1)=O)CC1=CC=CC=C1)O (3-benzyl-5-hydroxy-2-oxo-1-phenyl-1,2-dihydro-[1,7]naphthyridine-6-carboxylic acid methyl ester), NCCC(=O)O (β-alanine), C[O-].[Na+] (NaOMe).